describe an organic reaction: reactants, conditions, products, and yield From a dataset of the Open Reaction Database (ORD), a public repository of structured organic reaction records. The reactants are O=[N+]([O-])c1cc(-c2nc3ccccn3c2Br)c(F)cc1F, Cl, [Na+], [OH-], O, Cl[Sn]Cl. The product is Nc1cc(-c2nc3ccccn3c2Br)c(F)cc1F. RXN SMILES: [Br:1][c:2]1[c:3](-[c:11]2[c:12]([F:21])[cH:13][c:14]([F:20])[c:15]([N+:17]([O-:18])=[O:19])[cH:16]2)[n:4][c:5]2[n:6]1[cH:7][cH:8][cH:9][cH:10]2.[ClH:28].[Na+:27].[OH-:26].[OH2:25].[Sn:22]([Cl:23])[Cl:24]>>[Br:1][c:2]1[c:3](-[c:11]2[c:12]([F:21])[cH:13][c:14]([F:20])[c:15]([NH2:17])[cH:16]2)[n:4][c:5]2[n:6]1[cH:7][cH:8][cH:9][cH:10]2. The reactants are COc1c(-c2ccc(Cl)cc2)cnn(Cc2ccccc2)c1=O, CO, O=P(Cl)(Cl)Cl. Yields the product O=c1c(Cl)c(-c2ccc(Cl)cc2)cnn1Cc1ccccc1. RXN SMILES: [CH2:1]([c:2]1[cH:3][cH:4][cH:5][cH:6][cH:7]1)[n:8]1[n:9][cH:10][c:11](-[c:17]2[cH:18][cH:19][c:20]([Cl:23])[cH:21][cH:22]2)[c:12]([O:15][CH3:16])[c:13]1=[O:14].[CH3:29][OH:30].[P:24]([Cl:25])([Cl:26])([Cl:27])=[O:28]>>[CH2:1]([c:2]1[cH:3][cH:4][cH:5][cH:6][cH:7]1)[n:8]1[n:9][cH:10][c:11](-[c:17]2[cH:18][cH:19][c:20]([Cl:23])[cH:21][cH:22]2)[c:12]([Cl:26])[c:13]1=[O:14]. Conditions: time 18 hour. Reaction SMILES: [H-].[Na+].[NH:3]1[CH:7]=[CH:6][N:5]=[CH:4]1.Br[CH2:9][CH2:10][CH2:11][CH2:12][C:13]([O:15][CH3:16])=[O:14].O>CN(C)C=O>[N:3]1([CH2:9][CH2:10][CH2:11][CH2:12][C:13]([O:15][CH3:16])=[O:14])[CH:7]=[CH:6][N:5]=[CH:4]1 |f:0.1|. Procedure details: Add sodium hydride (0.212 g; 1.2 equiv; 5.29 mmoles) to a solution of 1H-imidazole (0.30 g; 1.0 equiv; 4.41 mmoles) and methyl 5-bromopentanoate (1.03 g; 1.2 equiv; 5.29 mmoles) in dimethylformamide (20 mL). Stir the mixture for 18 hours then add water (15 mL). Extract the mixture with dichloromethane and wash with brine (20 mL). Dry the organic phase over sodium sulfate, filter, and concentrate to give the crude product, which is purified by column chromatography (0 to 10% methanol in dichlorom... Yield: 81.5%. Run in CN(C=O)C (dimethylformamide). The product is N1(C=NC=C1)CCCCC(=O)OC (methyl 5-imidazol-1-ylpentanoate). Reactants: O (water), [H-].[Na+] (sodium hydride), N1C=NC=C1 (1H-imidazole), BrCCCCC(=O)OC (methyl 5-bromopentanoate). Starting materials: NC1=C(C2=C(CN(CC2)C)S1)C(=O)OCC (2-amino-3-carboethoxy-6-methyl-4,5,6,7-tetrahydrothieno[2,3-c]pyridine), C(C)(=O)OC(C)=O (acetic anhydride). Run in C(OCC)(OCC)OCC (triethyl orthoformate). The product is C(C)OC=NC1=C(C2=C(CN(CC2)C)S1)C(=O)OCC (2-Ethoxymethyleneamino-3-carboethoxy-6-methyl-4,5,6,7-tetrahydrothieno[2,3-c]pyridine). Yield: 97.0%. As a reaction SMILES: [NH2:1][C:2]1[S:11][C:5]2[CH2:6][N:7]([CH3:10])[CH2:8][CH2:9][C:4]=2[C:3]=1[C:12]([O:14][CH2:15][CH3:16])=[O:13].[C:17]([O:20][C:21](=O)C)(=O)[CH3:18]>C(OCC)(OCC)OCC>[CH2:17]([O:20][CH:21]=[N:1][C:2]1[S:11][C:5]2[CH2:6][N:7]([CH3:10])[CH2:8][CH2:9][C:4]=2[C:3]=1[C:12]([O:14][CH2:15][CH3:16])=[O:13])[CH3:18]. Procedure: 40.0 g (167 mmol) of 2-amino-3-carboethoxy-6-methyl-4,5,6,7-tetrahydrothieno[2,3-c]pyridine in 250 ml of triethyl orthoformate were mixed with 3.2 ml of acetic anhydride and refluxed under nitrogen for 3 h. The mixture was then completely evaporated in a rotary evaporator at 80° C. 48.0 g (97%) of crude product were isolated as a dark oil which is sufficiently pure for the next reaction.